describe an organic reaction: reactants, conditions, products, and yield From a dataset of the Open Reaction Database (ORD), a public repository of structured organic reaction records. The product is Fc1ccc(C(CCCCCCCBr)c2ccc(F)cc2)cc1. RXN SMILES: [CH3:26][CH2:27][OH:28].[F:1][c:2]1[cH:3][cH:4][c:5]([C:8](=[CH:9][CH2:10][CH2:11][CH2:12][CH2:13][CH2:14][CH2:15][Br:16])[c:17]2[cH:18][cH:19][c:20]([F:23])[cH:21][cH:22]2)[cH:6][cH:7]1.[H:24][H:25].[Pd:29]>>[F:1][c:2]1[cH:3][cH:4][c:5]([CH:8]([CH2:9][CH2:10][CH2:11][CH2:12][CH2:13][CH2:14][CH2:15][Br:16])[c:17]2[cH:18][cH:19][c:20]([F:23])[cH:21][cH:22]2)[cH:6][cH:7]1. The reactants are CCO, Fc1ccc(C(=CCCCCCCBr)c2ccc(F)cc2)cc1, [H][H], [Pd]. The reactants are C(C1=CC=CC=C1)N1[C@@H](CCC1=O)C(=O)O ((S)-1-benzyl-5-oxopyrrolidine-2-carboxylic acid), O=[N-] (ketoamide), NC(C(C(=O)N)O)CC1=CC=CC=C1 (3-amino-2-hydroxy-4-phenylbutanamide), O[NH-] (hydroxyamide). Reported procedure: Coupling of (S)-1-benzyl-5-oxopyrrolidine-2-carboxylic acid with 3-amino-2-hydroxy-4-phenylbutanamide was followed by oxidation of the resulting hydroxyamide intermediate to the corresponding ketoamide. RXN SMILES: [CH2:1]([N:8]1[C:12](=[O:13])[CH2:11][CH2:10][C@H:9]1[C:14]([OH:16])=O)[C:2]1[CH:7]=[CH:6][CH:5]=[CH:4][CH:3]=1.[NH2:17][CH:18]([CH2:24][C:25]1[CH:30]=[CH:29][CH:28]=[CH:27][CH:26]=1)[CH:19]([OH:23])[C:20]([NH2:22])=[O:21].O[NH-].O=[N-]>>[NH2:22][C:20](=[O:21])[C:19](=[O:23])[CH:18]([NH:17][C:14]([C@@H:9]1[CH2:10][CH2:11][C:12](=[O:13])[N:8]1[CH2:1][C:2]1[CH:3]=[CH:4][CH:5]=[CH:6][CH:7]=1)=[O:16])[CH2:24][C:25]1[CH:26]=[CH:27][CH:28]=[CH:29][CH:30]=1. Product: NC(C(C(CC1=CC=CC=C1)NC(=O)[C@H]1N(C(CC1)=O)CC1=CC=CC=C1)=O)=O ((2S)—N-(4-Amino-3,4-dioxo-1-phenylbutan-2-yl)-1-benzyl-5-oxopyrrolidine-2-carboxamide). Reported procedure: In a manner similar to the method described in Example 5, rac-(2′S,3′R,4′S,5′R)-6-chloro-4′-(3-chloro-2-fluoro-phenyl)-2′-(2,2-dimethyl-propyl)-2-oxo-1,2-dihydro-spiro[indole-3,3′-pyrrolidine]-5′-carboxylic acid trifluoroacetic acid prepared in Example 4 (0.25 g, 0.44 mmol), was reacted with diisopropylethylamine (0.23 g, 1.8 mmol), diphenylphosphinic chloride (0.32 g, 1.3 mmol), then reacted with 1-(3-amino-1H-pyrazol-1-yl)-2-methylpropan-2-ol (WO2009127544) (0.11 g, 0.67 mmol) at room temperat... Reaction SMILES: [F:1][C:2]([F:7])([F:6])[C:3]([OH:5])=[O:4].[Cl:8][C:9]1[CH:14]=[C:13]2[NH:15][C:16](=[O:38])[C:17]3([CH:21]([C:22]4[CH:27]=[CH:26][CH:25]=[C:24]([Cl:28])[C:23]=4[F:29])[CH:20]([C:30]([OH:32])=O)[NH:19][CH:18]3[CH2:33][C:34]([CH3:37])([CH3:36])[CH3:35])[C:12]2=[CH:11][CH:10]=1.C(N(C(C)C)CC)(C)C.C1(P(Cl)(C2C=CC=CC=2)=O)C=CC=CC=1.[NH2:63][C:64]1[CH:68]=[CH:67][N:66]([CH2:69][C:70]([CH3:73])([OH:72])[CH3:71])[N:65]=1>>[OH:72][C:70]([CH3:73])([CH3:71])[CH2:69][N:66]1[CH:67]=[CH:68][C:64]([NH:63][C:30]([CH:20]2[NH:19][CH:18]([CH2:33][C:34]([CH3:36])([CH3:37])[CH3:35])[C:17]3([C:12]4[C:13](=[CH:14][C:9]([Cl:8])=[CH:10][CH:11]=4)[NH:15][C:16]3=[O:38])[CH:21]2[C:22]2[CH:27]=[CH:26][CH:25]=[C:24]([Cl:28])[C:23]=2[F:29])=[O:32])=[N:65]1.[F:1][C:2]([F:7])([F:6])[C:3]([OH:5])=[O:4] |f:0.1|. Yields the product OC(CN1N=C(C=C1)NC(=O)C1C(C2(C(N1)CC(C)(C)C)C(NC1=CC(=CC=C12)Cl)=O)C1=C(C(=CC=C1)Cl)F)(C)C (rac-(2′S,3′R,4′S,5′R)-6-chloro-4′-(3-chloro-2-fluoro-phenyl)-2′-(2,2-dimethyl-propyl)-2-oxo-1,2-dihydro-spiro[indole-3,3′-pyrrolidine]-5′-carboxylic acid [1-(2-hydroxy-2-methyl-propyl)-1H-pyrazol-3-yl]-amide), FC(C(=O)O)(F)F (trifluoroacetic acid). Starting materials: NC1=NN(C=C1)CC(C)(O)C (1-(3-amino-1H-pyrazol-1-yl)-2-methylpropan-2-ol), FC(C(=O)O)(F)F.ClC1=CC=C2C(=C1)NC(C21C(NC(C1C1=C(C(=CC=C1)Cl)F)C(=O)O)CC(C)(C)C)=O (rac-(2′S,3′R,4′S,5′R)-6-chloro-4′-(3-chloro-2-fluoro-phenyl)-2′-(2,2-dimethyl-propyl)-2-oxo-1,2-dihydro-spiro[indole-3,3′-pyrrolidine]-5′-carboxylic acid trifluoroacetic acid), C(C)(C)N(CC)C(C)C (diisopropylethylamine), C1(=CC=CC=C1)P(=O)(C1=CC=CC=C1)Cl (diphenylphosphinic chloride). The yield is 105.4%. The product is N1CCC(CC1)CNC(=O)C1=C2N(C=3C=CC=CC13)CCCO2 (N-(4-Piperidylmethyl) 3,4-dihydro-2H-[1,3]oxazino[3,2-a]indole-10-carboxamide). Solvent: C(C)O (ethanol), C(C)(=O)O (acetic acid). Procedure details: A stirred suspension of N-[(1-benzyl-4-piperidyl)methyl] 3,4-dihydro-2H-[1,3]oxazino[3,2-a]indole-10-carboxamide oxalate salt (E20, 2.25 g, 0.0046 mole) in ethanol (100 ml) and glacial acetic acid (4 ml) was hydrogenated over 10% Pd-C (0.8 g) at atmospheric pressure and 45° C. for 18 h. The mixture was filtered and the filtrate concentrated in vacuo. The majority of the product was in the solid which had been filtered off. This material was shaken with concentrated potassium carbonate solution (... As a reaction SMILES: C(O)(=O)C(O)=O.C([N:14]1[CH2:19][CH2:18][CH:17]([CH2:20][NH:21][C:22]([C:24]2[C:32]3[CH:31]=[CH:30][CH:29]=[CH:28][C:27]=3[N:26]3[CH2:33][CH2:34][CH2:35][O:36][C:25]=23)=[O:23])[CH2:16][CH2:15]1)C1C=CC=CC=1>C(O)C.C(O)(=O)C.[Pd]>[NH:14]1[CH2:19][CH2:18][CH:17]([CH2:20][NH:21][C:22]([C:24]2[C:32]3[CH:31]=[CH:30][CH:29]=[CH:28][C:27]=3[N:26]3[CH2:33][CH2:34][CH2:35][O:36][C:25]=23)=[O:23])[CH2:16][CH2:15]1 |f:0.1|. Reagents/catalysts: [Pd] (Pd-C). Reactants: C(C(=O)O)(=O)O.C(C1=CC=CC=C1)N1CCC(CC1)CNC(=O)C1=C2N(C=3C=CC=CC13)CCCO2 (N-[(1-benzyl-4-piperidyl)methyl] 3,4-dihydro-2H-[1,3]oxazino[3,2-a]indole-10-carboxamide oxalate salt). The reactants are ( b ), IC=1C=CC(=C(C(=O)OC)C1)N=C=S (methyl 5-iodo-2-isothiocyanatobenzoate). RXN SMILES: [I:1][C:2]1[CH:3]=[CH:4][C:5]([N:12]=[C:13]=[S:14])=[C:6]([CH:11]=1)[C:7]([O:9][CH3:10])=[O:8]>C(O)CC>[I:1][C:2]1[CH:3]=[CH:4][C:5]([NH:12][C:13]([O:8][CH2:7][CH2:6][CH3:5])=[S:14])=[C:6]([CH:11]=1)[C:7]([O:9][CH3:10])=[O:8]. Procedure: The process of claim 10 wherein (a) methyl 2-amino-5-iodobenzoate is treated to form methyl 5-iodo-2-isothiocyanatobenzoate; (b) the methyl 5-iodo-2-isothiocyanatobenzoate is treated with n-propanol to form methyl 5-iodo-2((propoxy-thioxomethyl)-amino)benzoate, and (c) the methyl 5-iodo-2-((propoxythioxomethyl)-amino)benzoate is treated with propylamine. Yields the product ( c ), IC=1C=CC(=C(C(=O)OC)C1)NC(=S)OCCC (methyl 5-iodo-2-((propoxythioxomethyl)-amino)benzoate). Run in C(CC)O (n-propanol). Starting materials: C(CC)N(C(=O)C1=CN=CS1)CCOC1=CC=C(C=C1)Cl (N-propyl-N-[2-(4-chlorophenoxy)ethyl]thiazole-5-carboxamide), COC=1C=CC(=CC1)P2(=S)SP(=S)(S2)C=3C=CC(=CC3)OC (Lawesson's Reagent). The solvent is O (Water). Yields the product C(CC)N(C(=S)C1=CN=CS1)CCOC1=CC=C(C=C1)Cl (N-propyl-N-[2-(4-chlorophenoxy)ethyl]thiazole-5-thiocarboxamide). Yield: 73.3%. As a reaction SMILES: [CH2:1]([N:4]([CH2:12][CH2:13][O:14][C:15]1[CH:20]=[CH:19][C:18]([Cl:21])=[CH:17][CH:16]=1)[C:5]([C:7]1[S:11][CH:10]=[N:9][CH:8]=1)=O)[CH2:2][CH3:3].COC1C=CC(P2(SP(C3C=CC(OC)=CC=3)(=S)S2)=[S:31])=CC=1>O>[CH2:1]([N:4]([CH2:12][CH2:13][O:14][C:15]1[CH:20]=[CH:19][C:18]([Cl:21])=[CH:17][CH:16]=1)[C:5]([C:7]1[S:11][CH:10]=[N:9][CH:8]=1)=[S:31])[CH2:2][CH3:3]. Procedure: A mixture of the N-propyl-N-[2-(4-chlorophenoxy)ethyl]thiazole-5-carboxamide (0.9 g, 3 mmol) obtained in Example 2B and Lawesson's Reagent (2,4-bis(4-methoxyphenyl)-1,3-dithia-2,4-diphosphetane-2,4-disulphide, 1.2g, 3 mmol) was refluxed for 20 hours and then cooled to room temperature. Water (100 ml) was added and the residue was extracted into ether (2×200 ml). The combined organic extract was washed with saturated sodium chloride solution (50 ml) and dried over magnesium sulphate. Evaporation ... Starting materials: FC=1C=CC2=C(N=C(S2)COC=2C=C(CO)C=CC2)C1 (3-(5-fluorobenzothiazol-2-ylmethoxy)benzyl alcohol), C(Br)(Br)(Br)Br (carbontetrabromide), C1(=CC=CC=C1)P(C1=CC=CC=C1)C1=CC=CC=C1 (triphenylphosphine). Solvent: O1CCCC1 (tetrahydrofuran). Reaction conditions: time 1.5 hour. The product is FC=1C=CC2=C(N=C(S2)COC=2C=C(CBr)C=CC2)C1 (3-(5-Fluorobenzothiazol-2-ylmethoxy)benzyl bromide). Yield: 71.9%. Reaction SMILES: [F:1][C:2]1[CH:3]=[CH:4][C:5]2[S:9][C:8]([CH2:10][O:11][C:12]3[CH:13]=[C:14]([CH:17]=[CH:18][CH:19]=3)[CH2:15]O)=[N:7][C:6]=2[CH:20]=1.C(Br)(Br)(Br)[Br:22].C1(P(C2C=CC=CC=2)C2C=CC=CC=2)C=CC=CC=1>O1CCCC1>[F:1][C:2]1[CH:3]=[CH:4][C:5]2[S:9][C:8]([CH2:10][O:11][C:12]3[CH:13]=[C:14]([CH:17]=[CH:18][CH:19]=3)[CH2:15][Br:22])=[N:7][C:6]=2[CH:20]=1. Procedure details: To a solution of 1.04 g of 3-(5-fluorobenzothiazol-2-ylmethoxy)benzyl alcohol (Preparation L) in 60 ml of dry tetrahydrofuran was added 2.38 g of carbontetrabromide and 1.89 g of triphenylphosphine and the reaction stirred under nitrogen at room temperature for 1.5 hours. The reaction mixture was filtered, treated with 100 ml of water and extracted with ethyl acetate. The extracts were washed with water and a brine solution and dried over sodium sulfate. The solvent was removed and the residual ... Reactants: O=[N+]([O-])c1cc(Br)cc(C(F)F)c1, CCO, CCOC(C)=O, [Cl-], [Fe], [NH4+], O. The product is Nc1cc(Br)cc(C(F)F)c1. As a reaction SMILES: [Br:1][c:2]1[cH:3][c:4]([CH:11]([F:12])[F:13])[cH:5][c:6]([N+:8]([O-:9])=[O:10])[cH:7]1.[CH3:16][CH2:17][OH:18].[CH3:20][CH2:21][O:22][C:23](=[O:24])[CH3:25].[Cl-:14].[Fe:26].[NH4+:15].[OH2:19]>>[Br:1][c:2]1[cH:3][c:4]([CH:11]([F:12])[F:13])[cH:5][c:6]([NH2:8])[cH:7]1. Reactants: ClC(C(=O)C=1C(=NN2C1C=CC=C2)C(C)C)C (2-chloro-1-(2-isopropylpyrazolo[1,5-a]pyridin-3-yl)propan-1-one), C(C1=CC=CC=C1)N (benzylamine), [Na+].[I-] (NaI). Run in CO (MeOH). Conditions: time 8 hour. The product is C(C1=CC=CC=C1)NC(C(=O)C=1C(=NN2C1C=CC=C2)C(C)C)C (2-(benzylamino)-1-(2-isopropylpyrazolo[1,5-a]pyridin-3-yl)propan-1-one). As a reaction SMILES: Cl[CH:2]([CH3:17])[C:3]([C:5]1[C:6]([CH:14]([CH3:16])[CH3:15])=[N:7][N:8]2[CH:13]=[CH:12][CH:11]=[CH:10][C:9]=12)=[O:4].[CH2:18]([NH2:25])[C:19]1[CH:24]=[CH:23][CH:22]=[CH:21][CH:20]=1.[Na+].[I-]>CO>[CH2:18]([NH:25][CH:2]([CH3:17])[C:3]([C:5]1[C:6]([CH:14]([CH3:16])[CH3:15])=[N:7][N:8]2[CH:13]=[CH:12][CH:11]=[CH:10][C:9]=12)=[O:4])[C:19]1[CH:24]=[CH:23][CH:22]=[CH:21][CH:20]=1 |f:2.3|. Procedure details: To 2.51 g of 2-chloro-1-(2-isopropylpyrazolo[1,5-a]pyridin-3-yl)propan-1-one and 2.25 ml of benzylamine in 20 ml of MeOH was added 10 mg of NaI and the solution was refluxed for 4 hours, then stirred at RT overnight. Crude 2-(benzylamino)-1-(2-isopropylpyrazolo[1,5-a]pyridin-3-yl)propan-1-one was purified on an Al2O3 column to yield 2.51 g of pure compound. Compound 1071. The reactants are COC=1C=C2C(=CC=NC2=CC1OC)OC1=C(C(=C(N)C=C1)C)C (4-[(6,7-Dimethoxy-4-quinolyl)oxy]-2,3-dimethylaniline), ClC(Cl)(OC(OC(Cl)(Cl)Cl)=O)Cl (triphosgene), C([O-])(O)=O.[Na+] (sodium bicarbonate), CN1CC(CCC1)O (1-methyl-3-piperidinol). Solvent: C(C)N(CC)CC (triethylamine), C1(=CC=CC=C1)C (toluene), C(Cl)Cl (methylene chloride). Yields the product COC=1C=C2C(=CC=NC2=CC1OC)OC1=C(C(=C(C=C1)NC(OC1CN(CCC1)C)=O)C)C (1-Methyl-3-piperidyl N-{4-[(6,7-dimethoxy-4-quinolyl)oxy]-2,3-dimethylphenyl}carbamate). Isolated yield 30.7%. RXN SMILES: [CH3:1][O:2][C:3]1[CH:4]=[C:5]2[C:10](=[CH:11][C:12]=1[O:13][CH3:14])[N:9]=[CH:8][CH:7]=[C:6]2[O:15][C:16]1[CH:22]=[CH:21][C:19]([NH2:20])=[C:18]([CH3:23])[C:17]=1[CH3:24].Cl[C:26](Cl)([O:28][C:29](=[O:35])OC(Cl)(Cl)Cl)Cl.[CH3:37][N:38]1[CH2:43]C[CH2:41][CH:40](O)[CH2:39]1.C(=O)(O)[O-].[Na+]>C(Cl)Cl.C(N(CC)CC)C.C1(C)C=CC=CC=1>[CH3:1][O:2][C:3]1[CH:4]=[C:5]2[C:10](=[CH:11][C:12]=1[O:13][CH3:14])[N:9]=[CH:8][CH:7]=[C:6]2[O:15][C:16]1[CH:22]=[CH:21][C:19]([NH:20][C:29](=[O:35])[O:28][CH:26]2[CH2:41][CH2:40][CH2:39][N:38]([CH3:43])[CH2:37]2)=[C:18]([CH3:23])[C:17]=1[CH3:24] |f:3.4|. Procedure: 4-[(6,7-Dimethoxy-4-quinolyl)oxy]-2,3-dimethylaniline (50 mg) was added to toluene (5 ml) and triethylamine (0.5 ml), and the mixture was heated under reflux to prepare a solution. A solution of triphosgene (68 mg) in methylene chloride was then added thereto, and the mixture was heated under reflux for 10 min. Next, 1-methyl-3-piperidinol (27 mg) was added thereto, and the mixture was further stirred with heating under reflux for 3 hr. A saturated aqueous sodium bicarbonate solution was added t...